From a dataset of the Open Reaction Database (ORD), a public repository of structured organic reaction records. describe an organic reaction: reactants, conditions, products, and yield Reactants: Cl.FC(CN=C(NC1=NC(=NC=C1)OCCCCC(=N)N)N)(F)F (5-(4-[2-(2,2,2-Trifluoroethyl)guanidino]pyrimid-2-yloxy)valeramidine hydrochloride), C(CC(=O)C)(=O)OCC (ethyl acetoacetate), [H-].[Na+] (sodium hydride). The solvent is CO (MeOH). Yields the product OC1=NC(=NC(=C1)C)CCCCOC1=NC=CC(=N1)NC(=NCC(F)(F)F)N (4-hydroxy-6-methyl-2-[4-(4-[2-(2,2,2-trifluoroethyl)guanidino]pyrimid-2-yloxy)butyl]pyrimidine). Reaction SMILES: Cl.[F:2][C:3]([F:24])([F:23])[CH2:4][N:5]=[C:6]([NH2:22])[NH:7][C:8]1[CH:13]=[CH:12][N:11]=[C:10]([O:14][CH2:15][CH2:16][CH2:17][CH2:18][C:19]([NH2:21])=[NH:20])[N:9]=1.[C:25](OCC)(=[O:30])[CH2:26][C:27]([CH3:29])=O.[H-].[Na+]>CO>[OH:30][C:25]1[CH:26]=[C:27]([CH3:29])[N:21]=[C:19]([CH2:18][CH2:17][CH2:16][CH2:15][O:14][C:10]2[N:9]=[C:8]([NH:7][C:6]([NH2:22])=[N:5][CH2:4][C:3]([F:2])([F:23])[F:24])[CH:13]=[CH:12][N:11]=2)[N:20]=1 |f:0.1,3.4|. Procedure details: 5-(4-[2-(2,2,2-Trifluoroethyl)guanidino]pyrimid-2-yloxy)valeramidine hydrochloride (0.5 g.) was added to a solution of ethyl acetoacetate (0.352 g.) and sodium hydride (0.07 g.) in MeOH (6 ml.). The resulting solution was heated under reflux for 18 hours. The solvent was evaporated and the residue taken up in aqueous HOAc and extracted with EtOAc. The aqueous layer was basified with potassium carbonate and extracted with EtOAc. Work up gave a sticky solid which was crystallised from acetonitrile... Starting materials: CCN(CC)S(F)(F)F, ClCCl, [F-], [Na+], O=C(O)c1ccccc1. Product: O=C(F)c1ccccc1. RXN SMILES: [CH2:1]([N:2]([S:3]([F:4])([F:5])[F:7])[CH2:6][CH3:8])[CH3:9].[CH2:21]([Cl:22])[Cl:23].[F-:19].[Na+:20].[OH:10][C:11](=[O:12])[c:13]1[cH:14][cH:15][cH:16][cH:17][cH:18]1>>[F:7][C:11](=[O:10])[c:13]1[cH:14][cH:15][cH:16][cH:17][cH:18]1. The reactants are COC(=O)c1ccc(-c2c([N+](=O)[O-])ccc3c2C(=Cc2[nH]ccc2OC)C(=O)N3)cc1, CO, [Cl-], [NH4+], O, [Zn]. Yields the product COC(=O)c1ccc(-c2c(N)ccc3c2C(=Cc2[nH]ccc2OC)C(=O)N3)cc1. Reaction SMILES: [CH3:1][O:2][C:3]([c:4]1[cH:5][cH:6][c:7](-[c:10]2[c:11]3[c:15]([cH:16][cH:17][c:18]2[N+:19]([O-:20])=[O:21])[NH:14][C:13](=[O:22])[C:12]3=[CH:23][c:24]2[nH:25][cH:26][cH:27][c:28]2[O:29][CH3:30])[cH:8][cH:9]1)=[O:31].[CH3:35][OH:36].[Cl-:32].[NH4+:33].[OH2:34].[Zn:37]>>[CH3:1][O:2][C:3]([c:4]1[cH:5][cH:6][c:7](-[c:10]2[c:11]3[c:15]([cH:16][cH:17][c:18]2[NH2:19])[NH:14][C:13](=[O:22])[C:12]3=[CH:23][c:24]2[nH:25][cH:26][cH:27][c:28]2[O:29][CH3:30])[cH:8][cH:9]1)=[O:31]. Starting materials: N1C=CC2=CC=C(C=C12)C(=O)OC (methyl 1H-indole-6-carboxylate), [O-]S(=O)(=O)C(F)(F)F.F[N+]1=C(C=C(C=C1C)C)C (N-fluoro-2,4,6-trimethylpyridinium triflate). Run in CO (MeOH). Yields the product FC1=CNC2=CC(=CC=C12)C(=O)OC (Methyl 3-fluoro-1H-indole-6-carboxylate). Reaction SMILES: [NH:1]1[C:9]2[C:4](=[CH:5][CH:6]=[C:7]([C:10]([O:12][CH3:13])=[O:11])[CH:8]=2)[CH:3]=[CH:2]1.[O-]S(C(F)(F)[F:19])(=O)=O.F[N+]1C(C)=CC(C)=CC=1C>CO>[F:19][C:3]1[C:4]2[C:9](=[CH:8][C:7]([C:10]([O:12][CH3:13])=[O:11])=[CH:6][CH:5]=2)[NH:1][CH:2]=1 |f:1.2|. Procedure details: A solution of methyl 1H-indole-6-carboxylate 20a (11.4 mmol, 2.0 g) and N-fluoro-2,4,6-trimethylpyridinium triflate (14.8 mmol, 4.3 g) in MeOH (100 mL) was heated at reflux for 18 h. The reaction mixture was concentrated and purified by flash column chromatography (silica gel, 15-20% EtOAc/hexanes) to give compound 20b as an off-white solid. Reactants: C(C)OC(C(CC1=CC=C(C=C1)OCCN(C)C1C2=C(CCC3=C1C=CC=C3)C=CC=C2)OCC)=O (3-(4-[2-([10,11-dihydro-5H-dibenzo[a,d]cyclohepten-5-yl]-methyl-amino)-ethoxy]-phenyl)-2-ethoxypropanoic acid ethyl ester), [OH-].[Na+] (sodium hydroxide). The solvent is C(C)O (ethanol). Yields the product C1=CC=CC=2C(C3=C(CCC21)C=CC=C3)N(CCOC3=CC=C(C=C3)CC(C(=O)O)OCC)C (3-(4-[2-([10,11-dihydro-5H-dibenzo[a,d]cyclohepten-5-yl]-methyl-amino)-ethoxy]-phenyl)-2-ethoxypropanoic acid). As a reaction SMILES: C([O:3][C:4](=[O:36])[CH:5]([O:33][CH2:34][CH3:35])[CH2:6][C:7]1[CH:12]=[CH:11][C:10]([O:13][CH2:14][CH2:15][N:16]([CH:18]2[C:24]3[CH:25]=[CH:26][CH:27]=[CH:28][C:23]=3[CH2:22][CH2:21][C:20]3[CH:29]=[CH:30][CH:31]=[CH:32][C:19]2=3)[CH3:17])=[CH:9][CH:8]=1)C.[OH-].[Na+]>C(O)C>[CH:29]1[C:20]2[CH2:21][CH2:22][C:23]3[CH:28]=[CH:27][CH:26]=[CH:25][C:24]=3[CH:18]([N:16]([CH3:17])[CH2:15][CH2:14][O:13][C:10]3[CH:9]=[CH:8][C:7]([CH2:6][CH:5]([O:33][CH2:34][CH3:35])[C:4]([OH:36])=[O:3])=[CH:12][CH:11]=3)[C:19]=2[CH:32]=[CH:31][CH:30]=1 |f:1.2|. Procedure: 3-(4-[2-([10,11-dihydro-5H-dibenzo[a,d]cyclohepten-5-yl]-methyl-amino)-ethoxy]-phenyl)-2-ethoxypropanoic acid ethyl ester (example 10)(1.5 g, 3.07 mmol) was dissolved in ethanol (20 ml) and 20% sodium hydroxide (2 ml) was added. After 6 days ethanol was evaporated in vacuo, water (50 ml) and acetic acid (2 ml) were added and the mixture was extracted with dichloromethane. The organic phase was dried (MgSO4) and the solvent evaporated in vacuo. The residue (1.4 g) was dissolved in acetone and neu... Reactants: CCOC(C)=O, [N-]=[N+]=[N-], CC(=O)OCC(=O)CN=[N+]=[N-]. The product is CC(=O)OCC(=O)CN. Reaction SMILES: [CH2:15]([O:16][C:17](=[O:18])[CH3:19])[CH3:20].[N-:12]=[N+:13]=[N-:14].[N:1](=[N+:2]=[N-:3])[CH2:4][C:5](=[O:6])[CH2:7][O:8][C:9]([CH3:10])=[O:11]>>[NH2:1][CH2:4][C:5](=[O:6])[CH2:7][O:8][C:9]([CH3:10])=[O:11]. Reported procedure: A mixture of tert-butyl piperidin-4-ylcarbamate (248 mg, 1.2 mmol), potassium carbonate (188 mg, 1.4 mmol) and 2-[(1E)-3-chloroprop-1-en-1-yl]-1,4-difluorobenzene (Intermediate 124, 257 mg, 1.4 mmol) in ethanol (7 mL) was heated to 80° C. for 18 hours. The mixture was concentrated under reduced pressure, the residue taken up in dichloromethane (20 mL) and water (20 mL), the aqueous phase was back extracted with dichloromethane (2×20 mL) and the combined organic phases were dried over sodium sulf... Reaction SMILES: [NH:1]1[CH2:6][CH2:5][CH:4]([NH:7][C:8](=[O:14])[O:9][C:10]([CH3:13])([CH3:12])[CH3:11])[CH2:3][CH2:2]1.C(=O)([O-])[O-].[K+].[K+].Cl[CH2:22]/[CH:23]=[CH:24]/[C:25]1[CH:30]=[C:29]([F:31])[CH:28]=[CH:27][C:26]=1[F:32]>C(O)C>[F:32][C:26]1[CH:27]=[CH:28][C:29]([F:31])=[CH:30][C:25]=1/[CH:24]=[CH:23]/[CH2:22][N:1]1[CH2:2][CH2:3][CH:4]([NH:7][C:8](=[O:14])[O:9][C:10]([CH3:11])([CH3:13])[CH3:12])[CH2:5][CH2:6]1 |f:1.2.3|. Solvent: C(C)O (ethanol). Yields the product FC1=C(C=C(C=C1)F)/C=C/CN1CCC(CC1)NC(OC(C)(C)C)=O (tert-Butyl {1-[(2E)-3-(2,5-difluorophenyl)prop-2-en-1-yl]piperidin-4-yl}carbamate). Reactants: N1CCC(CC1)NC(OC(C)(C)C)=O (tert-butyl piperidin-4-ylcarbamate), C([O-])([O-])=O.[K+].[K+] (potassium carbonate), ClC/C=C/C1=C(C=CC(=C1)F)F (2-[(1E)-3-chloroprop-1-en-1-yl]-1,4-difluorobenzene), ClC/C=C/C1=C(C=CC(=C1)F)F (2-[(1E)-3-chloroprop-1-en-1-yl]-1,4-difluorobenzene). Conditions: temperature 80 celsius. Yield: 70.9%.